This data is from the Open Reaction Database (ORD), a public repository of structured organic reaction records. The task is: describe an organic reaction: reactants, conditions, products, and yield Reactants: C(C)OP(=O)(OCC)CO[C@@H](CON1C2=NC=NC(=C2N=C1)N)CO ((R)-9-[2-(diethoxyphosphorylmethoxy)-3-hydroxypropoxy)adenine), C[Si](C)(C)Br (trimethylsilyl bromide). Solvent: CN(C)C=O (DMF). Conditions: time 4 hour. Yields the product OC[C@H](CON1C2=NC=NC(=C2N=C1)N)OCP(=O)(O)O ((R)-9-[3-Hydroxy-2-(phosphonomethoxy)propoxy]adenine). As a reaction SMILES: C([O:3][P:4]([CH2:9][O:10][C@H:11]([CH2:24][OH:25])[CH2:12][O:13][N:14]1[CH:22]=[N:21][C:20]2[C:15]1=[N:16][CH:17]=[N:18][C:19]=2[NH2:23])([O:6]CC)=[O:5])C.C[Si](Br)(C)C>CN(C=O)C>[OH:25][CH2:24][C@@H:11]([O:10][CH2:9][P:4]([OH:5])([OH:6])=[O:3])[CH2:12][O:13][N:14]1[CH:22]=[N:21][C:20]2[C:15]1=[N:16][CH:17]=[N:18][C:19]=2[NH2:23]. Procedure details: To a solution of (R)-9-[2-(diethoxyphosphorylmethoxy)-3-hydroxypropoxy)adenine (0.16 g, 0.43 mmol) in dry DMF (3 ml) was added trimethylsilyl bromide (0.56 ml, 4.3 mmol) and the solution stirred at ambient temperature for 4 hours. The solvent was removed under reduced presence and the residue co-evaporated with acetone/water 1:1 (x3). The solid residue was crystallised from acetone/water (0.1 g, 77%), m.p. 200°-205°. UV: λmax (EtOH), 260 (11,800) nm. IR: νmax (KBr) 3449, 3400, 3199, 3105, 2951, ... As a reaction SMILES: [CH3:19][CH2:20][OH:21].[CH3:22][CH2:23][O:24][C:25](=[O:26])[CH3:27].[OH:1][CH2:2][CH2:3][C:4]#[C:5][c:6]1[cH:7][cH:8][c:9]([C:10](=[O:11])[O:12][C:13]([CH3:14])([CH3:15])[CH3:16])[cH:17][cH:18]1.[Pt:28](=[O:29])=[O:30]>>[OH:1][CH2:2][CH2:3][CH2:4][CH2:5][c:6]1[cH:7][cH:8][c:9]([C:10](=[O:11])[O:12][C:13]([CH3:14])([CH3:15])[CH3:16])[cH:17][cH:18]1. The reactants are CCO, CCOC(C)=O, CC(C)(C)OC(=O)c1ccc(C#CCCO)cc1, O=[Pt]=O. Product: CC(C)(C)OC(=O)c1ccc(CCCCO)cc1. The reactants are ClC=1C(=CC(=C(C(=O)OC(C)(C)C)C1)F)F (tert-Butyl 5-chloro-2,4-difluorobenzoate), ClC=1C=C(C=NC1O[C@H](C(F)(F)F)C)O (5-chloro-6-[(1S)-2,2,2-trifluoro-1-methylethoxy]pyridin-3-ol), C([O-])([O-])=O.[K+].[K+] (potassium carbonate). Solvent: CS(=O)C (dimethyl sulfoxide). Run at time 18 hour. Yields the product ClC=1C(=CC(=C(C(=O)OC(C)(C)C)C1)F)OC=1C=NC(=C(C1)Cl)O[C@H](C(F)(F)F)C ((S)-tert-Butyl 5-chloro-4-((5-chloro-6-((1,1,1-trifluoropropan-2-yl)oxy)pyridin-3-yl)oxy)-2-fluorobenzoate). The yield is 58.6%. Reaction SMILES: [Cl:1][C:2]1[C:3](F)=[CH:4][C:5]([F:15])=[C:6]([CH:14]=1)[C:7]([O:9][C:10]([CH3:13])([CH3:12])[CH3:11])=[O:8].[Cl:17][C:18]1[CH:19]=[C:20]([OH:31])[CH:21]=[N:22][C:23]=1[O:24][C@@H:25]([CH3:30])[C:26]([F:29])([F:28])[F:27].C(=O)([O-])[O-].[K+].[K+]>CS(C)=O>[Cl:1][C:2]1[C:3]([O:31][C:20]2[CH:21]=[N:22][C:23]([O:24][C@@H:25]([CH3:30])[C:26]([F:29])([F:28])[F:27])=[C:18]([Cl:17])[CH:19]=2)=[CH:4][C:5]([F:15])=[C:6]([CH:14]=1)[C:7]([O:9][C:10]([CH3:13])([CH3:12])[CH3:11])=[O:8] |f:2.3.4|. Procedure details: tert-Butyl 5-chloro-2,4-difluorobenzoate (Preparation 59, 8.3 g, 33.4 mmol) was added to a solution of 5-chloro-6-[(1S)-2,2,2-trifluoro-1-methylethoxy]pyridin-3-ol (Preparation 231, 16.2 g, 66.8 mmol) and potassium carbonate (27.8 g, 200 mmol) in dimethyl sulfoxide (100 mL). The reaction mixture was stirred at room temperature for 18 hours then quenched with an aqueous solution of sodium hydroxide (1 M, 100 mL). A white precipitate formed and was collected by filtration to give the title compoun... The reactants are O=Cc1cc2c(cc1[N+](=O)[O-])OCO2, [K+], [K+], O=[Mn](=O)(=O)[O-], [OH-], O. Product: O=C(O)c1cc2c(cc1[N+](=O)[O-])OCO2. RXN SMILES: [CH2:1]1[O:2][c:3]2[cH:4][c:5]([N+:12](=[O:13])[O-:14])[c:6]([CH:7]=[O:8])[cH:9][c:10]2[O:11]1.[K+:20].[K+:22].[Mn:15](=[O:16])([O-:17])(=[O:18])=[O:19].[OH-:21].[OH2:23]>>[CH2:1]1[O:2][c:3]2[cH:4][c:5]([N+:12](=[O:13])[O-:14])[c:6]([C:7](=[O:8])[OH:16])[cH:9][c:10]2[O:11]1. Procedure details: To a stirred solution of acetophydroxamic acid (3.88 g) in N,N-dimethylformamide (DMF) (120 ml) was added potassium tertiarybutoxide (tBuOK) (5.80 g) under N2. After one hour of stirring 2-fluoro-4-(methoxymethoxy)-benzonitrile (6.0 g) was added. Stirring continued for 16 hours. TLC (silica gel) in 10% acetone/CHCl3 showed the presence of starting material. An additional 1 equivalent of acetohydroxamic acid and tBuOK were added in DMF (120 ml). After one hour the reaction was diluted with EtOAc ... Reaction conditions: time 16 hour. RXN SMILES: CC(C)([O-])C.[K+].F[C:8]1[CH:15]=[C:14]([O:16][CH2:17][O:18][CH3:19])[CH:13]=[CH:12][C:9]=1[C:10]#[N:11].C([NH:23][OH:24])(=O)C>CN(C)C=O.CC(C)=O.C(Cl)(Cl)Cl.CCOC(C)=O>[NH2:11][C:10]1[C:9]2[CH:12]=[CH:13][C:14]([O:16][CH2:17][O:18][CH3:19])=[CH:15][C:8]=2[O:24][N:23]=1 |f:0.1,5.6|. Run in CCOC(=O)C (EtOAc), CN(C=O)C (DMF), CC(=O)C.C(Cl)(Cl)Cl (acetone CHCl3), CN(C=O)C (N,N-dimethylformamide). Reactants: C(C)(=O)NO (acetohydroxamic acid), C(C)(C)(C)O[K] (tBuOK), acid, CC(C)([O-])C.[K+] (potassium tertiarybutoxide), FC1=C(C#N)C=CC(=C1)OCOC (2-fluoro-4-(methoxymethoxy)-benzonitrile). The product is NC1=NOC2=C1C=CC(=C2)OCOC (3-Amino-6-(methoxymethoxy)-1,2-benzisoxazole). Reactants: O=C(CCC(=O)Cl)CCCCCCC (4-oxo-undecanoyl chloride), C(C)(C)(C)C1=CC=C(C=C1)CC(=COC(C)=O)C (acetic acid 3-(4-tert-butyl-phenyl)-2-methyl-propenyl ester), CC(C)([O-])C.[K+] (potassium tert-butoxide). Run in O1CCCC1 (tetrahydrofuran), O1CCCC1 (tetrahydrofuran), O1CCCC1 (tetrahydrofuran). Reaction conditions: time 90 minute. Product: C(C)(C)(C)C1=CC=C(C=C1)CC(=COC(CCC(CCCCCCC)=O)=O)C (4-Oxo-undecanoic Acid 3-(4-tert-Butyl-phenyl)-2-methyl-propenyl Ester). Yield: 37.4%. Reaction SMILES: [C:1]([C:5]1[CH:10]=[CH:9][C:8]([CH2:11][C:12]([CH3:18])=[CH:13][O:14][C:15](=[O:17])[CH3:16])=[CH:7][CH:6]=1)([CH3:4])([CH3:3])[CH3:2].CC(C)([O-])C.[K+].[O:25]=[C:26]([CH2:32][CH2:33][CH2:34][CH2:35][CH2:36][CH2:37][CH3:38])[CH2:27]CC(Cl)=O>O1CCCC1>[C:1]([C:5]1[CH:6]=[CH:7][C:8]([CH2:11][C:12]([CH3:18])=[CH:13][O:14][C:15](=[O:17])[CH2:16][CH2:27][C:26](=[O:25])[CH2:32][CH2:33][CH2:34][CH2:35][CH2:36][CH2:37][CH3:38])=[CH:9][CH:10]=1)([CH3:4])([CH3:2])[CH3:3] |f:1.2|. Reported procedure: To a solution of 43.79 g acetic acid 3-(4-tert-butyl-phenyl)-2-methyl-propenyl ester in 200 ml of tetrahydrofuran, a solution of 27.16 g potassium tert-butoxide in 200 ml of tetrahydrofuran was added at −78° C. After stirring at this temperature for 90 minutes, a solution of 53.00 g 4-oxo-undecanoyl chloride in 200 ml of tetrahydrofuran was added. After stirring at −78° C. for 2.5 hours, the solution was quenched with saturated sodium bicarbonate solution and diluted with ether. The organic phas... Starting materials: BrC=1C=C(OC1)N1C(O[C@@]2(C1)CN1CCC2CC1)=O ((R)-3′-(4-bromofuran-2-yl)spiro[1-azabicyclo[2.2.2]octan-3,5′-oxazolidin]-2′-one), N1=CC(=CC=C1)B(O)O (pyridine-3-boronic acid). Yields the product N1=CC(=CC=C1)C=1C=C(OC1)N1C(O[C@@]2(C1)CN1CCC2CC1)=O ((R)-3′-[4-(3-Pyridyl)furan-2-yl]spiro[1-azabicyclo[2.2.2]octan-3,5′-oxazolidin]-2′-one). As a reaction SMILES: Br[C:2]1[CH:3]=[C:4]([N:7]2[CH2:11][C@:10]3([CH:16]4[CH2:17][CH2:18][N:13]([CH2:14][CH2:15]4)[CH2:12]3)[O:9][C:8]2=[O:19])[O:5][CH:6]=1.[N:20]1[CH:25]=[CH:24][CH:23]=[C:22](B(O)O)[CH:21]=1>>[N:20]1[CH:25]=[CH:24][CH:23]=[C:22]([C:2]2[CH:3]=[C:4]([N:7]3[CH2:11][C@:10]4([CH:16]5[CH2:17][CH2:18][N:13]([CH2:14][CH2:15]5)[CH2:12]4)[O:9][C:8]3=[O:19])[O:5][CH:6]=2)[CH:21]=1. Procedure details: The title compound was prepared by a method analogous to that described in Example 12 from (R)-3′-(4-bromofuran-2-yl)spiro[1-azabicyclo[2.2.2]octan-3,5′-oxazolidin]-2′-one and pyridine-3-boronic acid. The title compound (105 mg) was obtained as a pale solid, m/z 326 (MH+). Starting materials: C(C)(=O)C1=C(N=C(N1)C)C (5-acetyl-2,4-dimethylimidazole), BrBr (bromine). The solvent is Br (hydrobromic acid). Product: CC=1NC(=C(N1)C)C(CBr)=O (1-(2,4-dimethyl-5-imidazolyl)-2bromoethanone). The yield is 71.3%. RXN SMILES: [C:1]([C:4]1[NH:8][C:7]([CH3:9])=[N:6][C:5]=1[CH3:10])(=[O:3])[CH3:2].[Br:11]Br>Br>[CH3:9][C:7]1[NH:8][C:4]([C:1](=[O:3])[CH2:2][Br:11])=[C:5]([CH3:10])[N:6]=1. Procedure: A solution of 1.0 g (7.24 mmol) of 5-acetyl-2,4-dimethylimidazole in 15 ml of concentrated hydrobromic acid was warmed to 50° and 1.16 g (7.25 mmol) of bromine was added dropwise over 1 minute. The mixture was then heated at 50°-60° for 1 hour. The mixture was concentraed and the solid residue was triturated with 30 ml of saturated sodium bicarbonate solution. The insoluble material was collected by filtration, washed with water, and dried in vacuo to give 1.12 g (71%) of 1-(2,4-dimethyl-5-imida... Reactants: C(C)(C)(C)OC(=O)N(C[C@@H](C=1C=NC=CC1)O[Si](C)(C)C(C)(C)C)C[C@H]1OC2=CC=C(C=C2CC1)C1=CC(=C(C(=O)OC)C=C1)O (Methyl 4-[(2S)-2-({(tert-butoxycarbonyl)[(2R)-2-{[tert-butyl(dimethyl) silyl]oxy}-2-(3-pyridinyl)ethyl]amino}methyl)-3,4-dihydro-2H-chromen-6-yl]-2-hydroxybenzoate), ICC(C)C (1-iodo-2-methylpropane), C([O-])([O-])=O.[K+].[K+] (potassium carbonate). The solvent is CN(C=O)C (N,N-dimethylformamide), O (water). Conditions: temperature 60 celsius, time 16 hour. Yields the product C(C)(C)(C)OC(=O)N(C[C@@H](C=1C=NC=CC1)O[Si](C)(C)C(C)(C)C)C[C@H]1OC2=CC=C(C=C2CC1)C1=CC(=C(C(=O)OC)C=C1)OCC(C)C (Methyl 4-[(2S)-2-({(tert-butoxycarbonyl)[(2R)-2-{[tert-butyl(dimethyl)silyl]oxy}-2-(3-pyridinyl)ethyl]amino}methyl)-3,4-dihydro-2H-chromen-6-yl]-2-isobutoxybenzoate). The yield is 74.0%. RXN SMILES: [C:1]([O:5][C:6]([N:8]([CH2:25][C@@H:26]1[CH2:35][CH2:34][C:33]2[C:28](=[CH:29][CH:30]=[C:31]([C:36]3[CH:45]=[CH:44][C:39]([C:40]([O:42][CH3:43])=[O:41])=[C:38]([OH:46])[CH:37]=3)[CH:32]=2)[O:27]1)[CH2:9][C@H:10]([O:17][Si:18]([C:21]([CH3:24])([CH3:23])[CH3:22])([CH3:20])[CH3:19])[C:11]1[CH:12]=[N:13][CH:14]=[CH:15][CH:16]=1)=[O:7])([CH3:4])([CH3:3])[CH3:2].I[CH2:48][CH:49]([CH3:51])[CH3:50].C(=O)([O-])[O-].[K+].[K+]>CN(C)C=O.O>[C:1]([O:5][C:6]([N:8]([CH2:25][C@@H:26]1[CH2:35][CH2:34][C:33]2[C:28](=[CH:29][CH:30]=[C:31]([C:36]3[CH:45]=[CH:44][C:39]([C:40]([O:42][CH3:43])=[O:41])=[C:38]([O:46][CH2:48][CH:49]([CH3:51])[CH3:50])[CH:37]=3)[CH:32]=2)[O:27]1)[CH2:9][C@H:10]([O:17][Si:18]([C:21]([CH3:24])([CH3:23])[CH3:22])([CH3:20])[CH3:19])[C:11]1[CH:12]=[N:13][CH:14]=[CH:15][CH:16]=1)=[O:7])([CH3:2])([CH3:3])[CH3:4] |f:2.3.4|. Reported procedure: To a solution of the compound of Example 181 (0.097 g, 0.0015 mmol, 1.0 eq.) in N,N-dimethylformamide (0.5 mL) were added 1-iodo-2-methylpropane (0.10 ml) and potassium carbonate (0.10 g). The reaction mixture was stirred at 60° C. for 16 hours. The mixture was diluted with distilled water (2 mL) and extracted with ethyl acetate (3×2 mL). The combined extracts were dried over magnesium sulfate, filtered and concentrated under reduced pressure to give the crude as clear oil (0.076 g, 74%). LC-MS:... Starting materials: CCOCC, [Cl-], Cc1cc(F)c(N)cc1-n1cc(C(=O)O)c(=O)c2cc(F)c(F)c(C)c21, OC1CNC1, c1ccncc1. Product: Cc1cc(F)c(N)cc1-n1cc(C(=O)O)c(=O)c2cc(F)c(N3CC(O)C3)c(C)c21. As a reaction SMILES: [CH2:39]([O:40][CH2:41][CH3:42])[CH3:43].[Cl-:1].[NH2:13][c:14]1[cH:15][c:16](-[n:22]2[cH:23][c:24]([C:36](=[O:37])[OH:38])[c:25](=[O:35])[c:26]3[cH:27][c:28]([F:34])[c:29]([F:33])[c:30]([CH3:32])[c:31]23)[c:17]([CH3:21])[cH:18][c:19]1[F:20].[OH:2][CH:3]1[CH2:4][NH:5][CH2:6]1.[cH:7]1[cH:8][cH:9][n:10][cH:11][cH:12]1>>[OH:2][CH:3]1[CH2:4][N:5]([c:29]2[c:28]([F:34])[cH:27][c:26]3[c:25](=[O:35])[c:24]([C:36](=[O:37])[OH:38])[cH:23][n:22](-[c:16]4[cH:15][c:14]([NH2:13])[c:19]([F:20])[cH:18][c:17]4[CH3:21])[c:31]3[c:30]2[CH3:32])[CH2:6]1.